Dataset: the Open Reaction Database (ORD), a public repository of structured organic reaction records. Task: describe an organic reaction: reactants, conditions, products, and yield The reactants are C(C1=CC=CC=C1)N (benzylamine), ClCC(=O)NC1=C(C=CC=C1)OC (2-chloro-N-(2-methoxyphenyl)acetamide). The solvent is C(C)O (ethanol). The product is COC1=C(C=CC=C1)NC(CNCC1=CC=CC=C1)=O (N-(2-Methoxyphenyl)-2-[(phenylmethyl)amino]acetamide). Reaction SMILES: [CH2:1]([NH2:8])[C:2]1[CH:7]=[CH:6][CH:5]=[CH:4][CH:3]=1.Cl[CH2:10][C:11]([NH:13][C:14]1[CH:19]=[CH:18][CH:17]=[CH:16][C:15]=1[O:20][CH3:21])=[O:12]>C(O)C>[CH3:21][O:20][C:15]1[CH:16]=[CH:17][CH:18]=[CH:19][C:14]=1[NH:13][C:11](=[O:12])[CH2:10][NH:8][CH2:1][C:2]1[CH:7]=[CH:6][CH:5]=[CH:4][CH:3]=1. Reported procedure: To ethanol (100 mL) add benzylamine (35 g, 0.33 mol) and 2-chloro-N-(2-methoxyphenyl)acetamide (22 g, 0.11 mol). Stir and heat the reaction at 50° C. Monitor the progress of the reaction by thin-layer chromatography. Upon completion of the reaction remove the precipitate that has formed by suction filtration and discard. Evaporate the filtrate and partition the residue between ethyl acetate and 2N NaOH(aq). Separate the organic layer and dry it over Na2SO4. Remove the drying agent by filtration ... Reactants: N(=NC(=O)OCC)C(=O)OCC (diethyl azodicarboxylate), C1(=CC=CC=C1)P(C1=CC=CC=C1)C1=CC=CC=C1 (Triphenylphosphine), C(C)N(CCO)CC (N,N-diethylethanolamine), OC1=C(C=C2C(=NC=NC2=C1)OC=1C=C2C=C(NC2=CC1)C)OC (7-hydroxy-6-methoxy-4-(2-methylindol-5-yloxy)quinazoline). Run in C(Cl)Cl (methylene chloride). Run at time 1 hour. The product is C(C)N(CC)CCOC1=C(C=C2C(=NC=NC2=C1)OC=1C=C2C=C(NC2=CC1)C)OC (7-(2-(N,N-diethylamino)ethoxy)-6-methoxy-4-(2-methylindol-5-yloxy)quinazoline). Yield: 69.9%. As a reaction SMILES: C1(P(C2C=CC=CC=2)C2C=CC=CC=2)C=CC=CC=1.[CH2:20]([N:22]([CH2:26][CH3:27])[CH2:23][CH2:24][OH:25])[CH3:21].O[C:29]1[CH:38]=[C:37]2[C:32]([C:33]([O:39][C:40]3[CH:41]=[C:42]4[C:46](=[CH:47][CH:48]=3)[NH:45][C:44]([CH3:49])=[CH:43]4)=[N:34][CH:35]=[N:36]2)=[CH:31][C:30]=1[O:50][CH3:51].N(C(OCC)=O)=NC(OCC)=O>C(Cl)Cl>[CH2:20]([N:22]([CH2:23][CH2:24][O:25][C:29]1[CH:38]=[C:37]2[C:32]([C:33]([O:39][C:40]3[CH:41]=[C:42]4[C:46](=[CH:47][CH:48]=3)[NH:45][C:44]([CH3:49])=[CH:43]4)=[N:34][CH:35]=[N:36]2)=[CH:31][C:30]=1[O:50][CH3:51])[CH2:26][CH3:27])[CH3:21]. Procedure details: Triphenylphosphine (262 mg, 1 mmol) and N,N-diethylethanolamine (88 mg, 0.75 mmol) were added to a suspension of 7-hydroxy-6-methoxy-4-(2-methylindol-5-yloxy)quinazoline (160 mg, 0.5 mmol), (prepared as described in Example 49), in methylene chloride (5 ml), followed by the addition, in portions, of diethyl azodicarboxylate (165 μl, 1 mmol). After stirring for 1 hour at ambient temperature, the volatiles were removed under vacuum. The residue was purified by column chromatography eluting with me... Starting materials: C(C)(C)(C)[C@@H]1CC[C@H](CC1)OC=1C=C2CCC(CC2=CC1)CO ([6-(trans-4-tert-butyl-cyclohexyloxy)-1,2,3,4-tetrahydronaphthalen-2-yl]-methanol), C(Cl)Cl (methylene chloride), CC(=O)OI1(C=2C=CC=CC2C(=O)O1)(OC(=O)C)OC(=O)C (Dess-Martin periodinane). Conditions: time 1 hour. The product is C(C)(C)(C)[C@@H]1CC[C@H](CC1)OC=1C=C2CCC(CC2=CC1)C=O (6-((trans-4-(tert-Butyl)cyclohexyl)oxy)-1,2,3,4-tetrahydronaphthalene-2-carbaldehyde). The yield is 37.3%. Reaction SMILES: [C:1]([C@H:5]1[CH2:10][CH2:9][C@H:8]([O:11][C:12]2[CH:13]=[C:14]3[C:19](=[CH:20][CH:21]=2)[CH2:18][CH:17]([CH2:22][OH:23])[CH2:16][CH2:15]3)[CH2:7][CH2:6]1)([CH3:4])([CH3:3])[CH3:2].C(Cl)Cl.CC(OI1(OC(C)=O)(OC(C)=O)OC(=O)C2C=CC=CC1=2)=O>>[C:1]([C@H:5]1[CH2:6][CH2:7][C@H:8]([O:11][C:12]2[CH:13]=[C:14]3[C:19](=[CH:20][CH:21]=2)[CH2:18][CH:17]([CH:22]=[O:23])[CH2:16][CH2:15]3)[CH2:9][CH2:10]1)([CH3:4])([CH3:2])[CH3:3]. Procedure details: To a solution of [6-(trans-4-tert-butyl-cyclohexyloxy)-1,2,3,4-tetrahydronaphthalen-2-yl]-methanol (73 mg, 0.23 mmol) in methylene chloride (1.478 mL, 23.07 mmol) was added Dess-Martin periodinane (0.1468 g, 0.3460 mmol) and was stirred at room temperature for 1 hour. After being passed through silica gel plug, the solvent was concentrated down to give product (27 mg, 37%). LCMS: Rf=2.39 min, m/z=315.00. The reactants are C(C)(=O)OC(C)=O (Acetic anhydride), NC1=NC(=C(C(=N1)Cl)N)Cl (2,5-diamino-4,6-dichloropyrimidine), C(=O)O (formic acid). Reaction conditions: temperature 20 celsius, time 4 hour. The product is ClC1=NC(=NC(=C1NC=O)Cl)NC=O (4,6-Dichloro-2,5-diformamidopyrimidine). The yield is 60.0%. As a reaction SMILES: C(O[C:5](=[O:7])C)(=O)C.[NH2:8][C:9]1[N:14]=[C:13]([Cl:15])[C:12]([NH2:16])=[C:11]([Cl:17])[N:10]=1.[CH:18](O)=[O:19]>>[Cl:17][C:11]1[C:12]([NH:16][CH:18]=[O:19])=[C:13]([Cl:15])[N:14]=[C:9]([NH:8][CH:5]=[O:7])[N:10]=1. Reported procedure: Acetic anhydride (40 ml) was added dropwise over 10 minutes to a mixture of 2,5-diamino-4,6-dichloropyrimidine (8.0 g, 44.7 mmol) and formic acid (100 ml) at 0° C. The mixture was stirred at 20° C. for 4 hours, evaporated to dryness and co-evaporated with toluene. Solidification from acetone-hexane afforded the title compound (6.1 g, 60%). IR: υmax (KBr) 3230, 1715, 1680, 1575, 1550, 1485, 1415 cm-1. Found m/e 233.9695; C6H4N4O2Cl2 requires 233.9709.